From a dataset of the Open Reaction Database (ORD), a public repository of structured organic reaction records. describe an organic reaction: reactants, conditions, products, and yield The reactants are N (ammonia), Cl (HCl), CN1C(NC([C@@]12CC1=CC=C(C=C1C2)NC(CNC(OC(C)(C)C)=O)=O)=O)=O (tert-butyl (2-{[(4S)-3-methyl-2,5-dioxo-1′,3′-dihydrospiro[imidazolidine-4,2′-inden]-5′-yl]amino}-2-oxoethyl)carbamate). Solvent: CO (MeOH), CCOC(=O)C (EtOAc), CO (MeOH). Reaction conditions: time 30 minute. The product is NCC(=O)NC=1C=C2C[C@]3(CC2=CC1)N(C(NC3=O)=O)C (2-amino-N-[(4S)-3-methyl-2,5-dioxo-1′,3′-dihydrospiro[imidazolidine-4,2′-inden]-5′-yl]acetamide). Reaction SMILES: [CH3:1][N:2]1[C@@:6]2([CH2:14][C:13]3[C:8](=[CH:9][CH:10]=[C:11]([NH:15][C:16](=[O:26])[CH2:17][NH:18]C(=O)OC(C)(C)C)[CH:12]=3)[CH2:7]2)[C:5](=[O:27])[NH:4][C:3]1=[O:28].Cl.N>CCOC(C)=O.CO>[NH2:18][CH2:17][C:16]([NH:15][C:11]1[CH:12]=[C:13]2[C:8](=[CH:9][CH:10]=1)[CH2:7][C@@:6]1([C:5](=[O:27])[NH:4][C:3](=[O:28])[N:2]1[CH3:1])[CH2:14]2)=[O:26]. Procedure: To a suspension of tert-butyl (2-{[(4S)-3-methyl-2,5-dioxo-1′,3′-dihydrospiro[imidazolidine-4,2′-inden]-5′-yl]amino}-2-oxoethyl)carbamate from Step A (1.80 g, 4.63 mmol) in EtOAc (50 mL), at 0° C., was added anhydrous HCl (bubbled in through a pipet, for 5 minutes). After an additional 30 minutes of standing at 0° C., the solvent and excess HCl was removed in vacuo to yield a solid. This solid was then dissolved in the minimal amount of MeOH and treated with a methanolic 2 N ammonia solution (20... Product: C(C)OC(=O)C=1C(=NC2=CC(=C(C=C2C1C)F)F)SCC (2-ethylsulfanyl-6,7-difluoro-4-methyl-quinoline-3-carboxylic acid ethyl ester). Yield: 45.7%. As a reaction SMILES: COC1C=CC(P2(SP(C3C=CC(OC)=CC=3)(=S)S2)=[S:10])=CC=1.[CH2:23]([O:25][C:26]([C:28]1[C:29](O)=[N:30][C:31]2[C:36]([C:37]=1[CH3:38])=[CH:35][C:34]([F:39])=[C:33]([F:40])[CH:32]=2)=[O:27])[CH3:24].C([O-])([O-])=O.[K+].[K+].I[CH2:49][CH3:50]>O.CCCCCC.N1C=CC=CC=1.C1(C)C=CC=CC=1>[CH2:23]([O:25][C:26]([C:28]1[C:29]([S:10][CH2:49][CH3:50])=[N:30][C:31]2[C:36]([C:37]=1[CH3:38])=[CH:35][C:34]([F:39])=[C:33]([F:40])[CH:32]=2)=[O:27])[CH3:24] |f:2.3.4,8.9|. Reaction conditions: temperature 80 celsius. Solvent: N1=CC=CC=C1.C1(=CC=CC=C1)C (pyridine toluene), CCCCCC (hexane), O (water). Starting materials: COC=1C=CC(=CC1)P2(=S)SP(=S)(S2)C=3C=CC(=CC3)OC (Lawesson's reagent), C(C)OC(=O)C=1C(=NC2=CC(=C(C=C2C1C)F)F)O (6,7-difluoro-2-hydroxy-4-methyl-quinoline-3-carboxylic acid ethyl ester), C(=O)([O-])[O-].[K+].[K+] (K2CO3), ICC (iodoethane). Procedure: 3.4 g (8.2 mmol) Lawesson's reagent were added at RT to a solution of 550 mg (2.1 mmol) 6,7-difluoro-2-hydroxy-4-methyl-quinoline-3-carboxylic acid ethyl ester in a pyridine/toluene blend (1:10 vv, 6 ml) and then the mixture was heated for 3 h at 80° C. Then it was quenched with a saturated aqueous NaHCO3 solution (20 ml) and extracted with EE (3×60 ml). The combined organic phases were washed with water, dried over Na2SO4, filtered and concentrated to small volume under vacuum. The residue (450... Starting materials: BrC1=C(C=CC(=C1)C)O (2-bromo-4-methyl-phenol), C([O-])([O-])=O.[K+].[K+] (potassium carbonate), C(C)I (ethyl iodide). Run in CC(=O)C (acetone), C(C)OCC (diethyl ether), O (water). The product is BrC1=C(C=CC(=C1)C)OCC (2-bromo-1-ethoxy-4-methyl-benzene). The yield is 81.7%. Reaction SMILES: [Br:1][C:2]1[CH:7]=[C:6]([CH3:8])[CH:5]=[CH:4][C:3]=1[OH:9].C(=O)([O-])[O-].[K+].[K+].[CH2:16](I)[CH3:17]>CC(C)=O.C(OCC)C.O>[Br:1][C:2]1[CH:7]=[C:6]([CH3:8])[CH:5]=[CH:4][C:3]=1[O:9][CH2:16][CH3:17] |f:1.2.3|. Procedure details: To a solution of 2-bromo-4-methyl-phenol (1 g, 5.346 mmol) in acetone (10 mL) were added potassium carbonate (740 mg, 5.346 mmol) and ethyl iodide (868 μL, 10.69 mmol). The reaction mixture was heated at gentle reflux for 12 h. The solvent was removed to give a white paste. It was then taken in diethyl ether (5 mL) and water (2 mL). The product was extracted with diethyl ether (2×20 mL). The organic layers were washed with brine (1×5 mL) and dried over anhydrous sodium sulfate. The solid was the... Reactants: C(C1=CC=CC=C1)OC=1C(=NC=C(C1)SCC1=NC=CC=C1)NC=1SC=C(N1)C (3-(benzyloxy)-N-(4-methylthiazol-2-yl)-5-(pyridin-2-ylmethylthio)pyridin-2-amine), Cl.NCCS (2-aminoethanethiol hydrochloride), Cl (HCl). The product is Cl.Cl.CC=1N=C(SC1)NC1=NC=C(C=C1O)SCC1=NC=CC=C1 (2-(4-Methylthiazol-2-ylamino)-5-(pyridin-2-ylmethylthio)pyridin-3-ol dihydrochloride). Yield: 95.0%. Reaction SMILES: C([O:8][C:9]1[C:10]([NH:23][C:24]2[S:25][CH:26]=[C:27]([CH3:29])[N:28]=2)=[N:11][CH:12]=[C:13]([S:15][CH2:16][C:17]2[CH:22]=[CH:21][CH:20]=[CH:19][N:18]=2)[CH:14]=1)C1C=CC=CC=1.[ClH:30].NCCS.Cl>>[ClH:30].[ClH:30].[CH3:29][C:27]1[N:28]=[C:24]([NH:23][C:10]2[C:9]([OH:8])=[CH:14][C:13]([S:15][CH2:16][C:17]3[CH:22]=[CH:21][CH:20]=[CH:19][N:18]=3)=[CH:12][N:11]=2)[S:25][CH:26]=1 |f:1.2,4.5.6|. Procedure: A 250 mL round-bottomed flask was charged with 3-(benzyloxy)-N-(4-methylthiazol-2-yl)-5-(pyridin-2-ylmethylthio)pyridin-2-amine (prepared in Example 46, 6.6 g, 16 mmol), 2-aminoethanethiol hydrochloride (2.7 g, 24 mmol), and 6M HCl (125 mL). The reaction was heated to reflux for 3 hours. The reaction was concentrated on rotary evaporator to about 40 mL and the resultant solids were removed by filtration. The filtrate was further concentrated and the resultant solids were removed by filtration. T... Reactants: ClCCCl, CO, CCN(C(C)C)C(C)C, Cl, CCC(C)C(N)C(=O)N1CCC(c2ccc(Cl)cc2)CC1, CN(C)C=O, O=C(O)c1ccccc1, On1nnc2ccccc21. Product: CCC(C)C(NC(=O)c1ccccc1)C(=O)N1CCC(c2ccc(Cl)cc2)CC1. As a reaction SMILES: [CH2:20]([Cl:21])[CH2:22][Cl:23].[CH3:60][OH:61].[CH:51]([N:52]([CH2:53][CH3:54])[CH:55]([CH3:56])[CH3:57])([CH3:58])[CH3:59].[ClH:24].[NH2:25][CH:26]([C:27](=[O:28])[N:29]1[CH2:30][CH2:31][CH:32]([c:35]2[cH:36][cH:37][c:38]([Cl:41])[cH:39][cH:40]2)[CH2:33][CH2:34]1)[CH:42]([CH2:43][CH3:44])[CH3:45].[O:46]=[CH:47][N:48]([CH3:49])[CH3:50].[OH:11][C:12](=[O:13])[c:14]1[cH:15][cH:16][cH:17][cH:18][cH:19]1.[OH:1][n:2]1[c:3]2[c:4]([cH:5][cH:6][cH:7][cH:8]2)[n:9][n:10]1>>[C:12](=[O:13])([c:14]1[cH:15][cH:16][cH:17][cH:18][cH:19]1)[NH:25][CH:26]([C:27](=[O:28])[N:29]1[CH2:30][CH2:31][CH:32]([c:35]2[cH:36][cH:37][c:38]([Cl:41])[cH:39][cH:40]2)[CH2:33][CH2:34]1)[CH:42]([CH2:43][CH3:44])[CH3:45].